The task is: describe an organic reaction: reactants, conditions, products, and yield. This data is from the Open Reaction Database (ORD), a public repository of structured organic reaction records. Reactants: C(#N)C=1C=C(C=CC1)NC1=C(C=O)C=CC=N1 (2-(3-cyanophenylamino)nicotinaldehyde), N1=CC=C(C=C1)CCCCC(=O)OCC (ethyl 5-(4-pyridyl)pentanoate), [Li+].CC(C)[N-]C(C)C (LDA). Run in CN(C)C=O (DMF). Yields the product C(#N)C=1C=C(C=CC1)N1C(C(=CC2=CC=CN=C12)CCCC1=CC=NC=C1)=O (1-(3-cyanophenyl)-3-[3-(pyridin-4-yl)propyl]-1,8-naphthyridin-2(1H)-one). As a reaction SMILES: [C:1]([C:3]1[CH:4]=[C:5]([NH:9][C:10]2[N:17]=[CH:16][CH:15]=[CH:14][C:11]=2[CH:12]=O)[CH:6]=[CH:7][CH:8]=1)#[N:2].[N:18]1[CH:23]=[CH:22][C:21]([CH2:24][CH2:25][CH2:26][CH2:27][C:28](OCC)=[O:29])=[CH:20][CH:19]=1.[Li+].CC([N-]C(C)C)C>CN(C=O)C>[C:1]([C:3]1[CH:4]=[C:5]([N:9]2[C:10]3[C:11](=[CH:14][CH:15]=[CH:16][N:17]=3)[CH:12]=[C:27]([CH2:26][CH2:25][CH2:24][C:21]3[CH:20]=[CH:19][N:18]=[CH:23][CH:22]=3)[C:28]2=[O:29])[CH:6]=[CH:7][CH:8]=1)#[N:2] |f:2.3|. Procedure details: The procedure of Example 1 was repeated using 2-(3-cyanophenylamino)nicotinaldehyde (1.0 eq.), ethyl 5-(4-pyridyl)pentanoate (1.2 eq., prepared in Synthetic Example 10) and LDA (1.2 eq.) to obtain 1-(3-cyanophenyl)-3-[3-(pyridin-4-yl)propyl]-1,8-naphthyridin-2(1H)-one, mp 202 to 203.5° C./DMF. Starting materials: CCOCCOS(=O)(=O)c1ccc(C)cc1, Cc1ccc(C)c(N)c1C, Cc1ccccc1. The product is CCOCCNc1c(C)ccc(C)c1C. RXN SMILES: [CH2:1]([CH3:2])[O:3][CH2:4][CH2:5][O:6][S:7]([c:8]1[cH:9][cH:10][c:11]([CH3:12])[cH:13][cH:14]1)(=[O:15])=[O:16].[CH3:17][c:18]1[c:19]([NH2:20])[c:21]([CH3:26])[cH:22][cH:23][c:24]1[CH3:25].[CH3:27][c:28]1[cH:29][cH:30][cH:31][cH:32][cH:33]1>>[CH2:1]([CH3:2])[O:3][CH2:4][CH2:5][NH:20][c:19]1[c:18]([CH3:17])[c:24]([CH3:25])[cH:23][cH:22][c:21]1[CH3:26]. The reactants are O=C(Cl)c1ccc(F)cc1F, CCOC(=N)N1Cc2ccccc2-c2ccccc2C1. The product is CCOC(=NC(=O)c1ccc(F)cc1F)N1Cc2ccccc2-c2ccccc2C1. RXN SMILES: [F:21][c:22]1[c:23]([C:24](=[O:25])[Cl:26])[cH:27][cH:28][c:29]([F:31])[cH:30]1.[cH:1]1[cH:2][cH:3][cH:4][c:5]2[c:11]1-[c:10]1[c:9]([cH:15][cH:14][cH:13][cH:12]1)[CH2:8][N:7]([C:16]([O:17][CH2:18][CH3:19])=[NH:20])[CH2:6]2>>[cH:1]1[cH:2][cH:3][cH:4][c:5]2[c:11]1-[c:10]1[c:9]([cH:15][cH:14][cH:13][cH:12]1)[CH2:8][N:7]([C:16]([O:17][CH2:18][CH3:19])=[N:20][C:24]([c:23]1[c:22]([F:21])[cH:30][c:29]([F:31])[cH:28][cH:27]1)=[O:25])[CH2:6]2. Starting materials: CC(C)=O, Cl, CCOC(=O)C1=NOC(CC2CCCCc3noc(=O)n32)C1, O. The product is O=C(O)C1=NOC(CC2CCCCc3noc(=O)n32)C1. As a reaction SMILES: [CH3:24][C:25](=[O:26])[CH3:27].[ClH:23].[O:1]=[c:2]1[o:3][n:4][c:5]2[n:6]1[CH:7]([CH2:12][CH:13]1[CH2:14][C:15]([C:18](=[O:19])[O:20][CH2:21][CH3:22])=[N:16][O:17]1)[CH2:8][CH2:9][CH2:10][CH2:11]2.[OH2:28]>>[O:1]=[c:2]1[o:3][n:4][c:5]2[n:6]1[CH:7]([CH2:12][CH:13]1[CH2:14][C:15]([C:18](=[O:19])[OH:20])=[N:16][O:17]1)[CH2:8][CH2:9][CH2:10][CH2:11]2. The reactants are C(C1=CC=CC=C1)(=O)C=1C=C2CC(NC2=CC1)=O (5-benzoyl-2-indolinone), C(C)(=O)OC(C)=O (acetic anhydride). Yields the product C(C)(=O)N1C(CC2=CC(=CC=C12)C(C1=CC=CC=C1)=O)=O (1-acetyl-5-benzoyl-2-indolinone). Reaction SMILES: [C:1]([C:9]1[CH:10]=[C:11]2[C:15](=[CH:16][CH:17]=1)[NH:14][C:13](=[O:18])[CH2:12]2)(=[O:8])[C:2]1[CH:7]=[CH:6][CH:5]=[CH:4][CH:3]=1.[C:19](OC(=O)C)(=[O:21])[CH3:20]>>[C:19]([N:14]1[C:15]2[C:11](=[CH:10][C:9]([C:1](=[O:8])[C:2]3[CH:3]=[CH:4][CH:5]=[CH:6][CH:7]=3)=[CH:17][CH:16]=2)[CH2:12][C:13]1=[O:18])(=[O:21])[CH3:20]. Procedure details: Prepared from 5-benzoyl-2-indolinone and acetic anhydride Reactants: C(=O)(OCC)CCC1C(CCCC1=O)=O (2-(2-carbethoxy-ethyl)-cyclohexan- 1,3-dione), C(C)N (ethylamine). Yields the product C(C)N1C(CCC=2C(CCCC12)=O)=O (1-Ethyl-3,4,7,8-tetrahydro-2,5(1H,6H)-quinolinedione). As a reaction SMILES: [C:1]([CH2:6][CH2:7][CH:8]1[C:13](=O)[CH2:12][CH2:11][CH2:10][C:9]1=[O:15])([O:3]CC)=O.[CH2:16]([NH2:18])[CH3:17]>>[CH2:16]([N:18]1[C:13]2[CH2:12][CH2:11][CH2:10][C:9](=[O:15])[C:8]=2[CH2:7][CH2:6][C:1]1=[O:3])[CH3:17]. Procedure details: 21.2 g (0.1 mol) of 2-(2-carbethoxy-ethyl)-cyclohexan- 1,3-dione and 200 ml of 24% ethanolic ethylamine solution are heated to 180° C. in a stirred autoclave for 3 hours. The reaction solution is evaporated down using a rotary evaporator and the residue is chromatographed on a silica gel column with cyclohexane/ethyl acetate (1:1). Procedure details: In an analogous manner to example 3, the title compound (0.28 g) as a white solid, mp 260.5°-264.0° C., is prepared from ethyl-4-[4-[2-(4-methylphenyl)ethyl]-1-piperazinyl]-benzo[b]thiophene-2-carboxylate (1.30 g, 3.18 mmol, prepared in example 26), dry ammonium chloride ( 0.51 g, 9.6 mmol) and trimethyl aluminum (4.8 mL of a 2M solution in toluene, 9.6 mmol). The free base of the title compound is isolated by flash chromatography (ethyl acetate:hexane, 40:60 , TLC Rf =0.4); 1H NMR (DMSO-d6) δ11... Solvent: C1(=CC=CC=C1)C (toluene). RXN SMILES: C(O[C:4]([C:6]1[S:10][C:9]2[CH:11]=[CH:12][CH:13]=[C:14]([N:15]3[CH2:20][CH2:19][N:18]([CH2:21][CH2:22][C:23]4[CH:28]=[CH:27][C:26]([CH3:29])=[CH:25][CH:24]=4)[CH2:17][CH2:16]3)[C:8]=2[CH:7]=1)=O)C.[Cl-:30].[NH4+:31].C[Al](C)C>C1(C)C=CC=CC=1>[ClH:30].[CH3:29][C:26]1[CH:25]=[CH:24][C:23]([CH2:22][CH2:21][N:18]2[CH2:17][CH2:16][N:15]([C:14]3[C:8]4[CH:7]=[C:6]([C:4]#[N:31])[S:10][C:9]=4[CH:11]=[CH:12][CH:13]=3)[CH2:20][CH2:19]2)=[CH:28][CH:27]=1 |f:1.2,5.6|. Reactants: C(C)OC(=O)C1=CC2=C(S1)C=CC=C2N2CCN(CC2)CCC2=CC=C(C=C2)C (ethyl-4-[4-[2-(4-methylphenyl)ethyl]-1-piperazinyl]-benzo[b]thiophene-2-carboxylate), [Cl-].[NH4+] (ammonium chloride), C[Al](C)C (trimethyl aluminum), solution. Yields the product Cl.CC1=CC=C(C=C1)CCN1CCN(CC1)C1=CC=CC=2SC(=CC21)C#N (4-[4-[2-(4-methylphenyl)ethyl ]-1-piperazinyl]-benzo[b]thiophene-2-nitrile monohydrochloride). Isolated yield 22.1%.